The task is: describe an organic reaction: reactants, conditions, products, and yield. This data is from the Open Reaction Database (ORD), a public repository of structured organic reaction records. The reactants are CO (methanol), [H-].[Na+] (sodiumhydride), C1(=CC=CC=C1)S(=O)(=O)C1=NN(C(=N1)C=1OC=CC1)C (3-benzenesulfonyl-methyl-5-furan-2-yl-1H-[1,2,4]triazole), N1=CC=C(C=C1)C=CC#N (3-(4-pyridinyl)-2-propenenitrile). Run in O1CCCC1 (tetrahydrofuran), O1CCCC1 (tetrahydrofuran). Reaction conditions: time 15 hour. Yields the product O1C(=CC=C1)C1=NN2C(C=C(C=C2N)C2=CC=NC=C2)=N1 (2-furan-2-yl-7-pyridin-4-yl-[1,2,4]triazolo [1,5-a]pyridin-5-ylamine). Isolated yield 13.0%. Reaction SMILES: [H-].[Na+].C1(S([C:12]2[N:16]=[C:15]([C:17]3[O:18][CH:19]=[CH:20][CH:21]=3)[N:14](C)[N:13]=2)(=O)=O)C=CC=CC=1.[N:23]1[CH:28]=[CH:27][C:26]([CH:29]=[CH:30][C:31]#[N:32])=[CH:25][CH:24]=1.[CH3:33]O>O1CCCC1>[O:18]1[CH:19]=[CH:20][CH:21]=[C:17]1[C:15]1[N:16]=[C:12]2[CH:33]=[C:29]([C:26]3[CH:27]=[CH:28][N:23]=[CH:24][CH:25]=3)[CH:30]=[C:31]([NH2:32])[N:13]2[N:14]=1 |f:0.1|. Procedure details: To a boiling suspension of 5.9 g(0.12 mol) sodiumhydride (55%) in 100 ml tetrahydrofuran was slowly added over a period of 6 hours a mixture of 10.1 g (0.035 mol) 3-benzenesulfonyl-methyl-5-furan-2-yl-1H-[1,2,4]triazole and 4.56 g (0.035 mol) 3-(4-pyridinyl)-2-propenenitrile in 400 ml tetrahydrofuran. Boiling was continued for 15 hours and then 50 ml methanol were added at room temperature. Evaporation of the solvent and chromatography on silicagel with dichloromethane/methanol 95/5 gave 1.3 g (...